From a dataset of the Open Reaction Database (ORD), a public repository of structured organic reaction records. describe an organic reaction: reactants, conditions, products, and yield Starting materials: C(C)(=O)OCC(=O)Cl (acetoxyacetyl chloride), NC=1C(=C(C(=C(C(=O)NCC(COC(C)=O)OC(C)=O)C1I)I)COC(C)=O)I (5-Amino-3-acetoxymethyl-N-(2,3-diacetoxypropyl)-2,4,6-triiodobenzamide), C(O)([O-])=O.[Na+] (sodium hydrogen carbonate). Run in CN(C(C)=O)C (N,N-dimethylacetamide). Conditions: time 8 hour. Yields the product C(C)(=O)OCC(=O)NC=1C(=C(C(=C(C(=O)NCC(COC(C)=O)OC(C)=O)C1I)I)COC(C)=O)I (5-Acetoxyacetamido-3-acetoxymethyl-N-(2,3-diacetoxypropyl)-2,4,6-triiodobenzamide). Isolated yield 99.4%. RXN SMILES: [NH2:1][C:2]1[C:3]([I:29])=[C:4]([CH2:24][O:25][C:26](=[O:28])[CH3:27])[C:5]([I:23])=[C:6]([C:21]=1[I:22])[C:7]([NH:9][CH2:10][CH:11]([O:17][C:18](=[O:20])[CH3:19])[CH2:12][O:13][C:14](=[O:16])[CH3:15])=[O:8].[C:30]([O:33][CH2:34][C:35](Cl)=[O:36])(=[O:32])[CH3:31].C(=O)([O-])O.[Na+]>CN(C)C(=O)C>[C:30]([O:33][CH2:34][C:35]([NH:1][C:2]1[C:3]([I:29])=[C:4]([CH2:24][O:25][C:26](=[O:28])[CH3:27])[C:5]([I:23])=[C:6]([C:21]=1[I:22])[C:7]([NH:9][CH2:10][CH:11]([O:17][C:18](=[O:20])[CH3:19])[CH2:12][O:13][C:14](=[O:16])[CH3:15])=[O:8])=[O:36])(=[O:32])[CH3:31] |f:2.3|. Procedure: 5-Amino-3-acetoxymethyl-N-(2,3-diacetoxypropyl)-2,4,6-triiodobenzamide (3.0 g, 4.03 mmol) was dissolved in dry N,N-dimethylacetamide (8 ml) at ambient temperature. With efficient stirring acetoxyacetyl chloride (4.39 ml, 40.3 mmol) was added dropwise, and the mixture was stirred overnight. The mixture was then added slowly with stirring into a saturated solution of sodium hydrogen carbonate (80 ml). The precipitate formed was filtered off and dissolved in chloroform (80 ml). The organic solution... Starting materials: Example 13 ( 1 ), NC1=C2C(C(=CN(C2=C(C(=C1F)F)F)C1CC1)C(=O)O)=O (5-amino-1-cyclopropyl-6,7,8-trifluoro1,4-dihydro-4-oxoquinoline-3-carboxylic acid), FC(C(=O)N[C@@H]1CNC[C@@H]1CF)(F)F (cis-3-trifluoroacetylamino-4-fluoromethylpyrrolidine), C(C)(C)N(CC)C(C)C (diisopropylethylamine). Solvent: O1CCOCC1 (dioxane). Product: NC1=C2C(C(=CN(C2=C(C(=C1F)N1C[C@H]([C@H](C1)CF)NC(C(F)(F)F)=O)F)C1CC1)C(=O)O)=O (5-amino-7-(cis-3-trifluoroacetylamino4-fluoromethyl-1-pyrrolidinyl)-1-cyclopropyl-6,8-difluoro-1,4-dihydro-4-oxoquinoline-3-carboxylic acid). Reaction SMILES: [NH2:1][C:2]1[C:11]([F:12])=[C:10](F)[C:9]([F:14])=[C:8]2[C:3]=1[C:4](=[O:21])[C:5]([C:18]([OH:20])=[O:19])=[CH:6][N:7]2[CH:15]1[CH2:17][CH2:16]1.[F:22][C:23]([F:35])([F:34])[C:24]([NH:26][C@H:27]1[C@@H:31]([CH2:32][F:33])[CH2:30][NH:29][CH2:28]1)=[O:25].C(N(C(C)C)CC)(C)C>O1CCOCC1>[NH2:1][C:2]1[C:11]([F:12])=[C:10]([N:29]2[CH2:30][C@H:31]([CH2:32][F:33])[C@H:27]([NH:26][C:24](=[O:25])[C:23]([F:35])([F:34])[F:22])[CH2:28]2)[C:9]([F:14])=[C:8]2[C:3]=1[C:4](=[O:21])[C:5]([C:18]([OH:20])=[O:19])=[CH:6][N:7]2[CH:15]1[CH2:17][CH2:16]1. Procedure details: In the same manner as described in Example 13 (1), a mixture of 5-amino-1-cyclopropyl-6,7,8-trifluoro1,4-dihydro-4-oxoquinoline-3-carboxylic acid, cis-3-trifluoroacetylamino-4-fluoromethylpyrrolidine, diisopropylethylamine, and dioxane was refluxed for 12 hours to give 5-amino-7-(cis-3-trifluoroacetylamino4-fluoromethyl-1-pyrrolidinyl)-1-cyclopropyl-6,8-difluoro-1,4-dihydro-4-oxoquinoline-3-carboxylic acid. Starting materials: [BH4-].[Na+] (Sodium borohydride), CC1(OC2=C(C1)C=CC=C2C=O)C (2,3-dihydro-2,2-dimethylbenzofuran-7-carboxaldehyde). The solvent is C(C)O (ethanol). Product: CC1(OC2=C(C1)C=CC=C2CO)C (2,3-dihydro-2,2-dimethylbenzofuran-7-ylmethanol). Reaction SMILES: [BH4-].[Na+].[CH3:3][C:4]1([CH3:15])[CH2:8][C:7]2[CH:9]=[CH:10][CH:11]=[C:12]([CH:13]=[O:14])[C:6]=2[O:5]1>C(O)C>[CH3:3][C:4]1([CH3:15])[CH2:8][C:7]2[CH:9]=[CH:10][CH:11]=[C:12]([CH2:13][OH:14])[C:6]=2[O:5]1 |f:0.1|. Procedure: Sodium borohydride (1.08 grams, 0.0285 mole) was added carefully in small portions to a stirred solution of 2,3-dihydro-2,2-dimethylbenzofuran-7-carboxaldehyde (10.0 grams, 0.057 mole) in ethanol (150 ml) at 5°-10° C. during a ten minute period. The reaction mixture was stirred for thirty minutes and was then quenched by the dropwise addition of water (25 ml) followed by 10% hydrochloric acid (25 ml). The reaction mixture was concentrated under reduced pressure leaving a residue. This residue wa... Reactants: ClC1=CC=C(C=C1)C1=NC=2C(=NC=CC2)N1CC(=O)O (2-(4-chlorophenyl)-3H-imidazo[4,5-b]pyridine-3-acetic acid), C(=O)(N1C=NC=C1)N1C=NC=C1 (1,1'-carbonyldiimidazole), FC(C1=CC(=CC=C1)N1CCNCC1)(F)F (N-(α, α, α-trifluoro-m-tolyl)-piperazine). Run in O1CCCC1 (tetrahydrofuran), O1CCCC1 (tetrahydrofuran). Reaction conditions: time 2 hour. The product is ClC1=CC=C(C=C1)C1=NC=2C(=NC=CC2)N1CC(N1CCN(CC1)C1=CC(=CC=C1)C(F)(F)F)=O (2-(4-Chlorophenyl)-3-[2-oxo-2-[4-[3-(trifluoromethyl)phenyl]-1-piperazinyl]ethyl]-3H-imidazo[4,5-b]pyridine). Isolated yield 47.2%. As a reaction SMILES: [Cl:1][C:2]1[CH:7]=[CH:6][C:5]([C:8]2[N:16]([CH2:17][C:18]([OH:20])=O)[C:11]3=[N:12][CH:13]=[CH:14][CH:15]=[C:10]3[N:9]=2)=[CH:4][CH:3]=1.C(N1C=CN=C1)(N1C=CN=C1)=O.[F:33][C:34]([F:48])([F:47])[C:35]1[CH:40]=[CH:39][CH:38]=[C:37]([N:41]2[CH2:46][CH2:45][NH:44][CH2:43][CH2:42]2)[CH:36]=1>O1CCCC1>[Cl:1][C:2]1[CH:3]=[CH:4][C:5]([C:8]2[N:16]([CH2:17][C:18](=[O:20])[N:44]3[CH2:43][CH2:42][N:41]([C:37]4[CH:38]=[CH:39][CH:40]=[C:35]([C:34]([F:47])([F:48])[F:33])[CH:36]=4)[CH2:46][CH2:45]3)[C:11]3=[N:12][CH:13]=[CH:14][CH:15]=[C:10]3[N:9]=2)=[CH:6][CH:7]=1. Procedure: A suspension of 2-(4-chlorophenyl)-3H-imidazo[4,5-b]pyridine-3-acetic acid (4.0 g, 0.014 mole), 1,1'-carbonyldiimidazole (2.3 g, 0.014 mole), and anhydrous tetrahydrofuran (100 ml) was stirred at room temperature with a stream of nitrogen bubbling through the mixture for 21/2 hrs. A solution of N-(α, α, α-trifluoro-m-tolyl)-piperazine (3.2 g, 0.014 mole) in dry tetrahydrofuran (10 ml) was added and the reaction mixture was stirred at room temperature for 41/2 hrs. The tetrahydrofuran was evapora... Starting materials: CCOCC (ether), [BH4-].[Na+] (Sodium borohydride), C1(=CC=CC=C1)C(C(CBr)=O)C1=CC=CC=C1 (1,1-diphenyl-3-bromo-propan-2-one). Run in [OH-].[Na+] (sodium hydroxide), CO (methanol). Run at time 1 hour. Product: C1(=CC=CC=C1)C(C(CBr)O)C1=CC=CC=C1 (1,1-diphenyl-3-bromo-propan-2-ol). The yield is 33.1%. As a reaction SMILES: [BH4-].[Na+].[C:3]1([CH:9]([C:14]2[CH:19]=[CH:18][CH:17]=[CH:16][CH:15]=2)[C:10](=[O:13])[CH2:11][Br:12])[CH:8]=[CH:7][CH:6]=[CH:5][CH:4]=1.CCOCC>[OH-].[Na+].CO>[C:3]1([CH:9]([C:14]2[CH:19]=[CH:18][CH:17]=[CH:16][CH:15]=2)[CH:10]([OH:13])[CH2:11][Br:12])[CH:4]=[CH:5][CH:6]=[CH:7][CH:8]=1 |f:0.1,4.5|. Reported procedure: Sodium borohydride (1 52 g.) in sodium hydroxide solution (15 ml. 0.02M) was added to 1,1-diphenyl-3-bromo-propan-2-one (12 g.) in methanol (50 ml.), and the solution was stirred for one hour. Isolation through ether in the usual manner afforded 1,1-diphenyl-3-bromo-propan-2-ol (10 4 g. 86%) as an oil.